Dataset: the Open Reaction Database (ORD), a public repository of structured organic reaction records. Task: describe an organic reaction: reactants, conditions, products, and yield The reactants are Cl.Cl.NC1CNC1 (3-aminoazetidine dihydro-chloride), N12C=CCCCC2NCCC1 (1,8-diazabicyclo[5,4,0]undecene), NC1=C(C=C(C(=N1)N1C=C(C(C2=CC(=C(C(=C12)C)F)F)=O)C(=O)O)F)F (1-(6-amino-3,5-difluoropyridine-2-yl)-6,7-difluoro-8-methyl-1,4-dihydro-4-oxoquinoline-3-carboxylic acid). Run in N1=CC=CC=C1 (pyridine). Reaction conditions: temperature 100 celsius, time 6 minute. The product is NC1CN(C1)C1=C(C=C2C(C(=CN(C2=C1C)C1=NC(=C(C=C1F)F)N)C(=O)O)=O)F (7-(3-aminoazetidine-1-yl)-1-(6-amino-3,5-difluoropyridine-2-yl)-6-fluoro-8-methyl-1,4-dihydro-4-oxoquinoline-3-carboxylic acid). The yield is 10.3%. Reaction SMILES: Cl.Cl.[NH2:3][CH:4]1[CH2:7][NH:6][CH2:5]1.N12CCCNC1CCCC=C2.[NH2:19][C:20]1[N:25]=[C:24]([N:26]2[C:35]3[C:30](=[CH:31][C:32]([F:38])=[C:33](F)[C:34]=3[CH3:36])[C:29](=[O:39])[C:28]([C:40]([OH:42])=[O:41])=[CH:27]2)[C:23]([F:43])=[CH:22][C:21]=1[F:44]>N1C=CC=CC=1>[NH2:3][CH:4]1[CH2:7][N:6]([C:33]2[C:34]([CH3:36])=[C:35]3[C:30]([C:29](=[O:39])[C:28]([C:40]([OH:42])=[O:41])=[CH:27][N:26]3[C:24]3[C:23]([F:43])=[CH:22][C:21]([F:44])=[C:20]([NH2:19])[N:25]=3)=[CH:31][C:32]=2[F:38])[CH2:5]1 |f:0.1.2|. Procedure details: A solution of 70 mg of 3-aminoazetidine dihydro-chloride, 200 mg of 1,8-diazabicyclo[5,4,0]undecene, and 300 mg of pyridine was stirred at 100° C., and 110 mg of 1-(6-amino-3,5-difluoropyridine-2-yl)-6,7-difluoro-8-methyl-1,4-dihydro-4-oxoquinoline-3-carboxylic acid was added to the solution and the solution was stirred at 100° C. for 6 minutes. The solvent was distilled off the reaction solution, and to the residue was added one drop of acetic acid and 3 ml of ethanol with heating, and the solu...